This data is from the Open Reaction Database (ORD), a public repository of structured organic reaction records. The task is: describe an organic reaction: reactants, conditions, products, and yield The reactants are CC(C)[S-], CN(C)C=O, N#Cc1cc(Cl)ccc1F, Cl, [Na+]. Yields the product CC(C)Sc1ccc(Cl)cc1C#N. RXN SMILES: [CH3:11][CH:12]([CH3:13])[S-:14].[CH3:17][N:18]([CH3:19])[CH:20]=[O:21].[Cl:1][c:2]1[cH:3][cH:4][c:5]([F:10])[c:6]([C:7]#[N:8])[cH:9]1.[ClH:16].[Na+:15]>>[Cl:1][c:2]1[cH:3][cH:4][c:5]([S:14][CH:12]([CH3:11])[CH3:13])[c:6]([C:7]#[N:8])[cH:9]1. Starting materials: CC#N, ClCc1nccn1Cc1cc(Cl)cc(Cl)c1, Cl, OC1CCCCC1. RXN SMILES: [CH3:25][C:26]#[N:27].[Cl:2][CH2:3][c:4]1[n:5]([CH2:9][c:10]2[cH:11][c:12]([Cl:17])[cH:13][c:14]([Cl:16])[cH:15]2)[cH:6][cH:7][n:8]1.[ClH:1].[OH:18][CH:19]1[CH2:20][CH2:21][CH2:22][CH2:23][CH2:24]1>>[CH2:3]([c:4]1[n:5]([CH2:9][c:10]2[cH:11][c:12]([Cl:17])[cH:13][c:14]([Cl:16])[cH:15]2)[cH:6][cH:7][n:8]1)[O:18][CH:19]1[CH2:20][CH2:21][CH2:22][CH2:23][CH2:24]1. The product is Clc1cc(Cl)cc(Cn2ccnc2COC2CCCCC2)c1. Reactants: [H-].[Na+] (Sodium hydride), suspension, C1(=CC=CC=C1)O (phenol), Cl.C(C1=CC=CC=C1)OC1=C(C=C2C(=NC=NC2=C1)Cl)OC (7-Benzyloxy-4-chloro-6-methoxyquinazoline hydrochloride), O (water). Run in paraffin, CN1C(CCC1)=O (N-methylpyrrolidone). Reaction conditions: temperature 110 celsius, time 10 minute. Yields the product C(C1=CC=CC=C1)OC1=C(C=C2C(=NC=NC2=C1)OC1=CC=CC=C1)OC (7-benzyloxy-6-methoxy-4-phenoxyquinazoline). Yield: 95.0%. As a reaction SMILES: [H-].[Na+].[C:3]1([OH:9])[CH:8]=[CH:7][CH:6]=[CH:5][CH:4]=1.Cl.[CH2:11]([O:18][C:19]1[CH:28]=[C:27]2[C:22]([C:23](Cl)=[N:24][CH:25]=[N:26]2)=[CH:21][C:20]=1[O:30][CH3:31])[C:12]1[CH:17]=[CH:16][CH:15]=[CH:14][CH:13]=1.O>CN1CCCC1=O>[CH2:11]([O:18][C:19]1[CH:28]=[C:27]2[C:22]([C:23]([O:9][C:3]3[CH:8]=[CH:7][CH:6]=[CH:5][CH:4]=3)=[N:24][CH:25]=[N:26]2)=[CH:21][C:20]=1[O:30][CH3:31])[C:12]1[CH:17]=[CH:16][CH:15]=[CH:14][CH:13]=1 |f:0.1,3.4|. Procedure: Sodium hydride (400 mg of an 80% suspension in paraffin oil, 13.3 mmol) was added to a solution of phenol (1.26 g, 13.3 mmol) in dry N-methylpyrrolidone (20 ml) and the mixture stirred for 10 minutes. 7-Benzyloxy-4-chloro-6-methoxyquinazoline hydrochloride (1.6 g, 4.7 mmol), (prepared as described for the starting material in Example 1), was then added and the reaction mixture heated at 110° C. for 2 hours. The mixture was allowed to cool, water was added and the mixture extracted with ethyl ace... Reactants: C(C(C)C)C1=CC=C(C=NO)C=C1 (4-isobutylbenzaldehyde oxime), Example 9 ( 9e ), ClN1C(CCC1=O)=O (N-chlorosuccinimide). Run in CN(C=O)C (N,N-dimethylformamide). Yields the product ON=C(C1=CC=C(C=C1)CC(C)C)Cl (N-Hydroxy-4-isobutylbenzenecarboximidoyl chloride). The yield is 515.3%. RXN SMILES: [CH2:1]([C:5]1[CH:13]=[CH:12][C:8]([CH:9]=[N:10][OH:11])=[CH:7][CH:6]=1)[CH:2]([CH3:4])[CH3:3].[Cl:14]N1C(=O)CCC1=O>CN(C)C=O>[OH:11][N:10]=[C:9]([Cl:14])[C:8]1[CH:7]=[CH:6][C:5]([CH2:1][CH:2]([CH3:4])[CH3:3])=[CH:13][CH:12]=1. Procedure details: To a solution of 4-isobutylbenzaldehyde oxime (1.0 g, 5.6 mmol) that was obtained in Example 9 (9e) in N,N-dimethylformamide (10 ml) was added N-chlorosuccinimide (0.15 g, 1.1 mmol) with stirring, and furthermore, a small amount of gaseous hydrochloric acid was bubbled into the resulting mixture under stirring, and then the resulting mixture was stirred at room temperature for 10 minutes. After repeating the series of the same procedures described above five times in total, the reaction mixture ... The reactants are ClC1=CC=C(C=C1)C1=CC=C(C=C1)NC(C#C)=O (propynoic acid-(4′-chlorobiphenyl-4-yl)amide), IC1=CC=C(C=C1)CCN1CCCC1 (1-[2-(4-iodophenyl)ethyl]pyrrolidine). Solvent: ClCCl.CO (dichloromethane methanol). Yields the product ClC1=CC=C(C=C1)C1=CC=C(C=C1)NC(C#CC1=CC=C(C=C1)CCN1CCCC1)=O (3-[4-(2-pyrrolidin-1-ylethyl)phenyl]propynoic acid-(4′-chlorobiphenyl-4-yl)amide). Reaction SMILES: [Cl:1][C:2]1[CH:7]=[CH:6][C:5]([C:8]2[CH:13]=[CH:12][C:11]([NH:14][C:15](=[O:18])[C:16]#[CH:17])=[CH:10][CH:9]=2)=[CH:4][CH:3]=1.I[C:20]1[CH:25]=[CH:24][C:23]([CH2:26][CH2:27][N:28]2[CH2:32][CH2:31][CH2:30][CH2:29]2)=[CH:22][CH:21]=1>ClCCl.CO>[Cl:1][C:2]1[CH:3]=[CH:4][C:5]([C:8]2[CH:13]=[CH:12][C:11]([NH:14][C:15](=[O:18])[C:16]#[C:17][C:20]3[CH:21]=[CH:22][C:23]([CH2:26][CH2:27][N:28]4[CH2:32][CH2:31][CH2:30][CH2:29]4)=[CH:24][CH:25]=3)=[CH:10][CH:9]=2)=[CH:6][CH:7]=1 |f:2.3|. Procedure details: Prepared analogously to Example 2.1.e. from propynoic acid-(4′-chlorobiphenyl-4-yl)amide and 1-[2-(4-iodophenyl)ethyl]pyrrolidine. Yield: 70 mg (32.8% of theory); melting point: 217-218 C; C27H25ClN2O (M=428.96); calc.: molecular ion peak (M+H)+: 429/431; found: molecular ion peak (M+H)+: 429/431; Rf value: 0.3 (silica gel, dichloromethane/methanol (10:1)).